From a dataset of the Open Reaction Database (ORD), a public repository of structured organic reaction records. describe an organic reaction: reactants, conditions, products, and yield Reactants: ClC1=CC(=C(C=C1O)N1N=C(N(C1=O)C(F)F)C)F (1-(4-chloro-2-fluoro-5-hydroxyphenyl)-4-difluoromethyl-4,5-dihydro-3-methyl-1,2,4-triazol-5(1H)-one), CC1(OC2=C(C1)C=CC=C2S(=O)(=O)NC(C(C)Br)=O)C (N-(2,3-dihydro-2,2-dimethylbenzofuran-7-yl)sulfonyl-2-bromopropionamide), C([O-])([O-])=O.[K+].[K+] (potassium carbonate). Reaction SMILES: [Cl:1][C:2]1[C:7]([OH:8])=[CH:6][C:5]([N:9]2[C:13](=[O:14])[N:12]([CH:15]([F:17])[F:16])[C:11]([CH3:18])=[N:10]2)=[C:4]([F:19])[CH:3]=1.[CH3:20][C:21]1([CH3:39])[CH2:25][C:24]2[CH:26]=[CH:27][CH:28]=[C:29]([S:30]([NH:33][C:34](=[O:38])[CH:35](Br)[CH3:36])(=[O:32])=[O:31])[C:23]=2[O:22]1.C(=O)([O-])[O-].[K+].[K+]>CC(C)=O>[CH3:39][C:21]1([CH3:20])[CH2:25][C:24]2[CH:26]=[CH:27][CH:28]=[C:29]([S:30]([NH:33][C:34](=[O:38])[CH:35]([O:8][C:7]3[CH:6]=[C:5]([N:9]4[C:13](=[O:14])[N:12]([CH:15]([F:16])[F:17])[C:11]([CH3:18])=[N:10]4)[C:4]([F:19])=[CH:3][C:2]=3[Cl:1])[CH3:36])(=[O:32])=[O:31])[C:23]=2[O:22]1 |f:2.3.4|. Procedure details: A stirred mixture of 0.2 gram (0.0007 mole) of 1-(4-chloro-2-fluoro-5-hydroxyphenyl)-4-difluoromethyl-4,5-dihydro-3-methyl-1,2,4-triazol-5(1H)-one, 0.3 gram (0.0007 mole) of N-(2,3-dihydro-2,2-dimethylbenzofuran-7-yl)sulfonyl-2-bromopropionamide, 0.3 gram (0.002 mole) of potassium carbonate in 20 ml of acetone was heated under reflux for 18 hours. The reaction mixture was cooled and concentrated under reduced pressure to a residue. The residue was dissolved in 100 ml of water and the solution ac... The solvent is CC(=O)C (acetone). Yields the product CC1(OC2=C(C1)C=CC=C2S(=O)(=O)NC(C(C)OC2=C(C=C(C(=C2)N2N=C(N(C2=O)C(F)F)C)F)Cl)=O)C (N-(2,3-dihydro-2,2-dimethylbenzofuran-7-yl)sulfonyl-2-[2-chloro-4-fluoro-5-(4-difluoromethyl-4,5-dihydro-3-methyl-5-oxo-1H-1,2,4-triazol-1-yl)phenoxy]propionamide). Reactants: CC1([N+](=O)[O-])C(Br)=C(Br)C(=O)C(Br)=C1Br, CCOC(C)=O, CCCCC12CCC(=O)C(C)=C1c1cc(F)c(N)cc1C2, O=C(O)C(F)(F)F. Product: CCCCC12CCC(=O)C(C)=C1c1cc(F)c(N)c([N+](=O)[O-])c1C2. RXN SMILES: [Br:22][C:23]1=[C:35]([Br:36])[C:33]([N+:30](=[O:31])[O-:32])([CH3:34])[C:28]([Br:29])=[C:26]([Br:27])[C:24]1=[O:25].[CH3:44][CH2:45][O:46][C:47]([CH3:48])=[O:49].[NH2:1][c:2]1[c:3]([F:21])[cH:4][c:5]2[c:13]([cH:14]1)[CH2:12][C:11]1([CH2:15][CH2:16][CH2:17][CH3:18])[C:6]2=[C:7]([CH3:20])[C:8](=[O:19])[CH2:9][CH2:10]1.[OH:37][C:38]([C:39]([F:40])([F:41])[F:42])=[O:43]>>[NH2:1][c:2]1[c:3]([F:21])[cH:4][c:5]2[c:13]([c:14]1[N+:30](=[O:31])[O-:32])[CH2:12][C:11]1([CH2:15][CH2:16][CH2:17][CH3:18])[C:6]2=[C:7]([CH3:20])[C:8](=[O:19])[CH2:9][CH2:10]1. The reactants are BrC1=CC=CC(=N1)C1=NC(=CC(=C1)C1=CC=C(C=C1)[N+](=O)[O-])C1=NC=CC=C1 (6-bromo-4'-(4-nitrophenyl)-2,2':6',2"-terpyridine), cuprous cyanide, [C-]#N.[Na+] (sodium cyanide), CN(C=O)C (dimethylformamide), [C-]#N.[Na+] (sodium cyanide). The solvent is O (water), O (water). Run at temperature 160 celsius, time 4.5 hour. The product is C(#N)C1=CC=CC(=N1)C1=NC(=CC(=C1)C1=CC=C(C=C1)[N+](=O)[O-])C1=NC=CC=C1 (6-Cyano-4'-(4-nitrophenyl)-2,2':6',2"-terpyridine). As a reaction SMILES: Br[C:2]1[N:7]=[C:6]([C:8]2[CH:13]=[C:12]([C:14]3[CH:19]=[CH:18][C:17]([N+:20]([O-:22])=[O:21])=[CH:16][CH:15]=3)[CH:11]=[C:10]([C:23]3[CH:28]=[CH:27][CH:26]=[CH:25][N:24]=3)[N:9]=2)[CH:5]=[CH:4][CH:3]=1.[C-]#N.[Na+].[CH3:32][N:33](C)C=O>O>[C:32]([C:2]1[N:7]=[C:6]([C:8]2[CH:13]=[C:12]([C:14]3[CH:19]=[CH:18][C:17]([N+:20]([O-:22])=[O:21])=[CH:16][CH:15]=3)[CH:11]=[C:10]([C:23]3[CH:28]=[CH:27][CH:26]=[CH:25][N:24]=3)[N:9]=2)[CH:5]=[CH:4][CH:3]=1)#[N:33] |f:1.2|. Procedure details: A mixture of 6-bromo-4'-(4-nitrophenyl)-2,2':6',2"-terpyridine (5.63 g), cuprous cyanide (4.66 g), sodium cyanide (2.55 g), and dimethylformamide (35 ml) was heated under argon with stirring to 160° C. for 4.5 hours, cooled to room temperature, and treated with 175 of water. After 15 min, the resulting slurry was filtered, the dark brown paste so obtained was placed in water (85 ml) containing sodium cyanide (3.2 g), and the reaction mixture was stirred for 15 minutes. The solid product was isol... Reactants: O=C(Cl)C(=O)Cl, CN1CCOCC1, CN(C)C=O, Nc1ccc(Cl)cn1, O=C(O)CN1CCC(c2ccc(F)cc2)(c2ccc(F)cc2)C1=O. Yields the product O=C(CN1CCC(c2ccc(F)cc2)(c2ccc(F)cc2)C1=O)Nc1ccc(Cl)cn1. RXN SMILES: [C:25]([Cl:26])(=[O:27])[C:28]([Cl:29])=[O:30].[CH3:39][N:40]1[CH2:41][CH2:42][O:43][CH2:44][CH2:45]1.[CH3:46][N:47]([CH3:48])[CH:49]=[O:50].[Cl:31][c:32]1[cH:33][cH:34][c:35]([NH2:38])[n:36][cH:37]1.[F:1][c:2]1[cH:3][cH:4][c:5]([C:8]2([c:18]3[cH:19][cH:20][c:21]([F:24])[cH:22][cH:23]3)[C:9](=[O:17])[N:10]([CH2:13][C:14](=[O:15])[OH:16])[CH2:11][CH2:12]2)[cH:6][cH:7]1>>[F:1][c:2]1[cH:3][cH:4][c:5]([C:8]2([c:18]3[cH:19][cH:20][c:21]([F:24])[cH:22][cH:23]3)[C:9](=[O:17])[N:10]([CH2:13][C:14](=[O:15])[NH:38][c:35]3[cH:34][cH:33][c:32]([Cl:31])[cH:37][n:36]3)[CH2:11][CH2:12]2)[cH:6][cH:7]1. Reactants: BrC1=CC=C(C=C1)NC=1OC2=C(N1)C=CC=C2C(C)C (N2-(4-bromophenyl)-7-isopropyl-1,3-benzoxazol-2-amine), FC1=C(C=CC(=C1)B1OC(C(O1)(C)C)(C)C)NC=1OC2=C(N1)C=CC=C2 (N2-[2-fluoro-4-(4,4,5,5-tetramethyl-1,3,2-dioxaborolan-2-yl)phenyl]-1,3-benzoxazol-2-amine). Product: CC1(OB(OC1(C)C)C1=CC=C(C=C1)NC=1OC2=C(N1)C=CC=C2C(C)C)C (N2-[4-(4,4,5,5-Tetramethyl-1,3,2-dioxaborolan-2-yl)phenyl]-7-isopropyl-1,3-benzoxazol-2-amine), solid. Yield: 74.0%. RXN SMILES: Br[C:2]1[CH:7]=[CH:6][C:5]([NH:8][C:9]2[O:10][C:11]3[C:17]([CH:18]([CH3:20])[CH3:19])=[CH:16][CH:15]=[CH:14][C:12]=3[N:13]=2)=[CH:4][CH:3]=1.FC1C=C([B:28]2[O:32][C:31]([CH3:34])([CH3:33])[C:30]([CH3:36])([CH3:35])[O:29]2)C=CC=1NC1OC2C=CC=CC=2N=1>>[CH3:35][C:30]1([CH3:36])[C:31]([CH3:34])([CH3:33])[O:32][B:28]([C:2]2[CH:7]=[CH:6][C:5]([NH:8][C:9]3[O:10][C:11]4[C:17]([CH:18]([CH3:20])[CH3:19])=[CH:16][CH:15]=[CH:14][C:12]=4[N:13]=3)=[CH:4][CH:3]=2)[O:29]1. Procedure details: N2-[4-(4,4,5,5-Tetramethyl-1,3,2-dioxaborolan-2-yl)phenyl]-7-isopropyl-1,3-benzoxazol-2-amine was prepared from N2-(4-bromophenyl)-7-isopropyl-1,3-benzoxazol-2-amine (0.412 g, 1.24 mmol) in a manner similar to that used for the preparation of N2-[2-fluoro-4-(4,4,5,5-tetramethyl-1,3,2-dioxaborolan-2-yl)phenyl]-1,3-benzoxazol-2-amine. The compound was formed as an off-white solid (0.346 g, 74%). The reactants are Cl.F[C@@H]1CNCC[C@]1(OC)CO (rel-[(3R,4S)-3-fluoro-4-methoxypiperidin-4-yl]methanol hydrochloride), CCN(C(C)C)C(C)C (DIPEA), CN1CCCC1=O (NMP), ClC1=C2C(=C(C3=NC4=C(N31)C=CC=C4)C(=O)N)CC(C2)(C)C (11-chloro-2,2-dimethyl-2,3-dihydro-1H-cyclopenta[4,5]pyrido[1,2-a]benzimidazole-4-carboxamide). Run in O (water). Yields the product F[C@@H]1CN(CC[C@]1(OC)CO)C1=C2C(=C(C3=NC4=C(N31)C=CC=C4)C(=O)N)CC(C2)(C)C (rel-11-[(3R,4S)-3-fluoro-4-(hydroxymethyl)-4-methoxypiperidin-1-yl]-2,2-dimethyl-2,3-dihydro-1H-cyclopenta[4,5]pyrido[1,2-a]benzimidazole-4-carboxamide). The yield is 38.3%. As a reaction SMILES: Cl.[F:2][C@H:3]1[C@:8]([CH2:11][OH:12])([O:9][CH3:10])[CH2:7][CH2:6][NH:5][CH2:4]1.CCN(C(C)C)C(C)C.CN1C(=O)CCC1.Cl[C:30]1[N:38]2[C:34](=[N:35][C:36]3[CH:42]=[CH:41][CH:40]=[CH:39][C:37]=32)[C:33]([C:43]([NH2:45])=[O:44])=[C:32]2[CH2:46][C:47]([CH3:50])([CH3:49])[CH2:48][C:31]=12>O>[F:2][C@H:3]1[C@:8]([CH2:11][OH:12])([O:9][CH3:10])[CH2:7][CH2:6][N:5]([C:30]2[N:38]3[C:34](=[N:35][C:36]4[CH:42]=[CH:41][CH:40]=[CH:39][C:37]=43)[C:33]([C:43]([NH2:45])=[O:44])=[C:32]3[CH2:46][C:47]([CH3:50])([CH3:49])[CH2:48][C:31]=23)[CH2:4]1 |f:0.1|. Procedure: rel-[(3R,4S)-3-fluoro-4-methoxypiperidin-4-yl]methanol hydrochloride (399 mg) and DIPEA (523 μl) were added to an NMP (3 ml) solution of 11-chloro-2,2-dimethyl-2,3-dihydro-1H-cyclopenta[4,5]pyrido[1,2-a]benzimidazole-4-carboxamide (314 mg), and heating and stirring were performed at 200° C. for 60 minutes under microwave irradiation. After adding water to the reaction liquid, the resulting precipitate was collected by filtration and dried under reduced pressure. The resulting solid was purified ...